Dataset: the Open Reaction Database (ORD), a public repository of structured organic reaction records. Task: describe an organic reaction: reactants, conditions, products, and yield The reactants are C(C(C)C)C1=CC=C(C=C1)C(CCC)=O (4'-Isobutylbutanophenone), B([C@H]1C[C@H]2C[C@@H]([C@@H]1C)C2(C)C)([C@H]3C[C@H]4C[C@@H]([C@@H]3C)C4(C)C)Cl ((+)-B-chlorodiisopinocampheylborane). Solvent: O1CCCC1 (tetrahydrofuran). Conditions: time 5 hour. The product is C(C(C)C)C1=CC=C(C=C1)[C@@H](CCC)O ((R)-1-(4-isobutylphenyl)butan-1-ol). Yield: 77.3%. Reaction SMILES: [CH2:1]([C:5]1[CH:10]=[CH:9][C:8]([C:11](=[O:15])[CH2:12][CH2:13][CH3:14])=[CH:7][CH:6]=1)[CH:2]([CH3:4])[CH3:3].B(Cl)([C@@H]1[C@@H](C)[C@H]2C(C)(C)[C@H](C2)C1)[C@@H]1[C@@H](C)[C@H]2C(C)(C)[C@H](C2)C1>O1CCCC1>[CH2:1]([C:5]1[CH:6]=[CH:7][C:8]([C@H:11]([OH:15])[CH2:12][CH2:13][CH3:14])=[CH:9][CH:10]=1)[CH:2]([CH3:4])[CH3:3]. Procedure details: 4'-Isobutylbutanophenone (1.2 g) was added to a solution of (+)-B-chlorodiisopinocampheylborane (2.10 g) in tetrahydrofuran (4 ml) at 25° C. After 5 hours, the solvent was removed and the residue was dissolved in ethyl ether (20 ml). Diethanolamine (1.4 ml) was added to the mixture and the mixture was stirred for 2 hours. The solid was filtered off and washed with ethyl ether. The combined filtrates were concentrated and the residue was chromatographed on silica gel (eluent:hexane:CH2Cl2 =1:2) t... Starting materials: [C@H]12N[C@@H](C[C@@H]2C1)CNC(=O)C1=C(N=C2SC=CN21)C (6-methyl-imidazo[2,1-b]thiazole-5-carboxylic acid [(1S,3S,5S)-2-aza-bicyclo[3.1.0]hex-3-ylmethyl]-amide), FC1=CC=C(C=C1)C1=C(N=C(S1)C)C(=O)O (5-(4-fluoro-phenyl)-2-methyl-thiazole-4-carboxylic acid). Reaction SMILES: [C@H:1]12[CH2:6][C@H:5]1[CH2:4][C@@H:3]([CH2:7][NH:8][C:9]([C:11]1[N:18]3[C:14]([S:15][CH:16]=[CH:17]3)=[N:13][C:12]=1[CH3:19])=[O:10])[NH:2]2.[F:20][C:21]1[CH:26]=[CH:25][C:24]([C:27]2[S:31][C:30]([CH3:32])=[N:29][C:28]=2[C:33](O)=[O:34])=[CH:23][CH:22]=1>>[F:20][C:21]1[CH:22]=[CH:23][C:24]([C:27]2[S:31][C:30]([CH3:32])=[N:29][C:28]=2[C:33]([N:2]2[C@H:3]([CH2:7][NH:8][C:9]([C:11]3[N:18]4[C:14]([S:15][CH:16]=[CH:17]4)=[N:13][C:12]=3[CH3:19])=[O:10])[CH2:4][C@H:5]3[C@@H:1]2[CH2:6]3)=[O:34])=[CH:25][CH:26]=1. Product: FC1=CC=C(C=C1)C1=C(N=C(S1)C)C(=O)N1[C@H]2C[C@H]2C[C@H]1CNC(=O)C1=C(N=C2SC=CN21)C (6-methyl-imidazo[2,1-b]thiazole-5-carboxylic acid {(1S,3S,5S)-2-[5-(4-fluoro-phenyl)-2-methyl-thiazole-4-carbonyl]-2-aza-bicyclo[3.1.0]hex-3-ylmethyl}-amide). Procedure details: prepared by reaction of 6-methyl-imidazo[2,1-b]thiazole-5-carboxylic acid [(1S,3S,5S)-2-aza-bicyclo[3.1.0]hex-3-ylmethyl]-amide with 5-(4-fluoro-phenyl)-2-methyl-thiazole-4-carboxylic acid. LC-MS (basic): tR=1.29 min; [M+H]+=496.1. Starting materials: BrC=1C=NNC1C(O[SiH2]C(C)(C)C)(C)C (4-Bromo-5-(tert-butyl-dimethyl-silanyloxymethyl)-1H-pyrazole), O1CCCC=C1 (3,4-dihydro-2H-pyran), [H-].[Na+] (NaH). The reagents and catalysts are C(=O)(C(F)(F)F)O (TFA). Reaction conditions: temperature 90 celsius, time 18 hour. Yields the product BrC=1C(=NN(C1)C1OCCCC1)C(O[SiH2]C(C)(C)C)(C)C (4-bromo-3-(tert-butyl-dimethyl-silanyloxymethyl)-1-(tetrahydro-pyran-2-yl)-1H-pyrazole), BrC=1C=NN(C1C(O[SiH2]C(C)(C)C)(C)C)C1OCCCC1 (4-bromo-5-(tert-butyl-dimethyl-silanyloxymethyl)-1-(tetrahydro-pyran-2-yl)-1H-pyrazole). The yield is 111.8%. Reaction SMILES: [Br:1][C:2]1[CH:3]=[N:4][NH:5][C:6]=1[C:7]([CH3:15])([CH3:14])[O:8][SiH2:9][C:10]([CH3:13])([CH3:12])[CH3:11].[O:16]1[CH:21]=[CH:20][CH2:19][CH2:18][CH2:17]1.[H-].[Na+]>C(O)(C(F)(F)F)=O>[Br:1][C:2]1[C:6]([C:7]([CH3:15])([CH3:14])[O:8][SiH2:9][C:10]([CH3:13])([CH3:12])[CH3:11])=[N:5][N:4]([CH:17]2[CH2:18][CH2:19][CH2:20][CH2:21][O:16]2)[CH:3]=1.[Br:1][C:2]1[CH:3]=[N:4][N:5]([CH:17]2[CH2:18][CH2:19][CH2:20][CH2:21][O:16]2)[C:6]=1[C:7]([CH3:15])([CH3:14])[O:8][SiH2:9][C:10]([CH3:13])([CH3:12])[CH3:11] |f:2.3|. Procedure: 4-Bromo-5-(tert-butyl-dimethyl-silanyloxymethyl)-1H-pyrazole (1 g, 3.45 mmol) is dissolved in 3,4-dihydro-2H-pyran (0.944 mL, 10.34 mmol) in the presence of a catalytic amount of TFA (0.0026 mL, 0.035 mmol). The reaction mixture is stirred at 90° C. for 18 hours, cooled and then quenched using NaH (4.69 mg, 0.206 mmol). After removing the solvent, the residue is purified by silica gel column chromatography eluting with a mixture of 95:5 petroleum ether-ethyl acetate, followed by 90:10 petroleum ...